From a dataset of the Open Reaction Database (ORD), a public repository of structured organic reaction records. describe an organic reaction: reactants, conditions, products, and yield Starting materials: OCC#N (Hydroxyacetonitrile), C(C)(C)NC1CCCC1 (N-isopropylcyclopentanamine). Solvent: O (water), C(C)O (ethanol). The product is C1(CCCC1)N(C(C)C)CC#N ([Cyclopentyl(isopropyl)amino]acetonitrile). RXN SMILES: O[CH2:2][C:3]#[N:4].[CH:5]([NH:8][CH:9]1[CH2:13][CH2:12][CH2:11][CH2:10]1)([CH3:7])[CH3:6]>O.C(O)C>[CH:9]1([N:8]([CH2:2][C:3]#[N:4])[CH:5]([CH3:7])[CH3:6])[CH2:13][CH2:12][CH2:11][CH2:10]1. Reported procedure: Hydroxyacetonitrile (8.2 ml of a 70% w/w solution in water, 0.1 mol) was added to a solution of N-isopropylcyclopentanamine (11.43 g, 0.09 mol) (Preparation 23) in ethanol (60 ml). The reaction mixture was heated under reflux for 3 hours, allowed to cool and the solvent removed under reduced pressure. The residue was purified by chromatography on silica gel eluting with dichloromethane:methanol (98:2, by volume) to give the title compound (14.1 g) as a clear oil. RXN SMILES: [CH2:1]([C@H:6]1[CH2:11][CH2:10][C@H:9]([CH:12]2[CH:17]=[CH:16][C:15]([C:18]3[CH:23]=[CH:22][C:21](Br)=[CH:20][CH:19]=3)=[CH:14][CH2:13]2)[CH2:8][CH2:7]1)[CH2:2][CH2:3][CH2:4][CH3:5].N.[CH3:26][N:27](C)C=O>>[CH2:1]([C@H:6]1[CH2:11][CH2:10][C@H:9]([CH:12]2[CH:17]=[CH:16][C:15]([C:18]3[CH:23]=[CH:22][C:21]([C:26]#[N:27])=[CH:20][CH:19]=3)=[CH:14][CH2:13]2)[CH2:8][CH2:7]1)[CH2:2][CH2:3][CH2:4][CH3:5]. Procedure details: In 20 ml of N,N-dimethylformamide, 7 g of the 1-(trans-4-pentylcyclohexyl)-4-(4-bromophenyl)dihydrobenzene, which had been obtained in Example 18, were dissolved, followed by the addition of 2.0 g of cuprous cyanide. The resulting mixture was reacted for 6 hours at reflux temperature. After the completion of the reaction, aqueous ammonia was added to the reaction mixture, followed by extraction with toluene. The extract was washed with aqueous ammonia and then with saturated NaCl. Anhydrous sodi... Yields the product C(CCCC)[C@@H]1CC[C@H](CC1)C1CC=C(C=C1)C1=CC=C(C=C1)C#N (1-(trans-4-pentylcyclohexyl)-4-(4-cyanophenyl)dihydrobenzene). Starting materials: C(CCCC)[C@@H]1CC[C@H](CC1)C1CC=C(C=C1)C1=CC=C(C=C1)Br (1-(trans-4-pentylcyclohexyl)-4-(4-bromophenyl)dihydrobenzene), CN(C=O)C (N,N-dimethylformamide), cuprous cyanide, N (ammonia). Starting materials: barium salt, COC(CCCCCCCCCCC(=O)O)=O (dodecanedioic acid monomethyl ester), COC(CCCCCCCCCCCCCC(=O)O)=O (pentadecanedioic acid monomethyl ester). Product: C(CCCCCC(=O)O)CCCCCO (ω-hydroxy dodecanoic acid). Isolated yield 37.0%. Reaction SMILES: C[O:2][C:3](=[O:17])[CH2:4][CH2:5][CH2:6][CH2:7][CH2:8][CH2:9][CH2:10][CH2:11][CH2:12][CH2:13][C:14](O)=[O:15].COC(=O)CCCCCCCCCCCCCC(O)=O>>[CH2:9]([CH2:10][CH2:11][CH2:12][CH2:13][CH2:14][OH:15])[CH2:8][CH2:7][CH2:6][CH2:5][CH2:4][C:3]([OH:17])=[O:2]. Procedure: The same procedure as in Example 12 was repeated except that a barium salt of dodecanedioic acid monomethyl ester (20 mmol) was used instead of the barium salt of pentadecanedioic acid monomethyl ester, and the amount of the catalyst was 0.31 g to obtain ω-hydroxy dodecanoic acid. The yield was 37%.